This data is from the Open Reaction Database (ORD), a public repository of structured organic reaction records. The task is: describe an organic reaction: reactants, conditions, products, and yield Solvent: CCOC(=O)C (EtOAc). Starting materials: Ice, [Al+3].[Cl-].[Cl-].[Cl-] (AlCl3), BrC1=C(C=C(C=C1)F)F (1-bromo-2,4-difluorobenzene), Cl (HCl), C(C)(=O)Cl (Acetyl chloride). The product is BrC=1C(=CC(=C(C1)C(C)=O)F)F (1-(5-Bromo-2,4-difluorophenyl)ethanone). Reported procedure: A mixture of AlCl3 (1040 g, 7878.7 mmol) in 1-bromo-2,4-difluorobenzene ([CAS 348-57-2], 600 g, 3108.9 mmol) was stirred for 10 min at 60° C. Acetyl chloride [CAS 75-36-5], 366 g, 4662.4 mmol) was added dropwise in the reaction mixture for 4 h at 60° C. The mixture was stirred an additional 6 h at 95° C. The reaction mixture was cooled to −10° C. Ice (2450 g) was added for 1.5 h. HCl (12 N, 1500 mL) was added and the mixture was stirred for 1 h. EtOAc (9000 mL) was added and the organic layer wa... Reaction conditions: temperature 60 celsius, time 10 minute. RXN SMILES: [Al+3].[Cl-].[Cl-].[Cl-].[Br:5][C:6]1[CH:11]=[CH:10][C:9]([F:12])=[CH:8][C:7]=1[F:13].[C:14](Cl)(=[O:16])[CH3:15].Cl>CCOC(C)=O>[Br:5][C:6]1[C:7]([F:13])=[CH:8][C:9]([F:12])=[C:10]([C:14](=[O:16])[CH3:15])[CH:11]=1 |f:0.1.2.3|. The reactants are C(C)OC(=O)C=1NC2=CC=C(C=C2C1CCCNC(=O)OC(C)(C)C)OCC1=CC=CC=C1 (5-Benzyloxy-3-[3-(t-butoxycarbonylamino)-propyl]-1H-indole-2-carboxylic acid ethyl ester), [H][H] (hydrogen). The reagents and catalysts are [OH-].[OH-].[Pd+2] (Pd(OH)2 on carbon). Solvent: CN(C)C=O (DMF), CCO (EtOH). The product is C(C)OC(=O)C=1NC2=CC=C(C=C2C1CCCNC(=O)OC(C)(C)C)O (5-hydroxy-3-[3-(t-butoxycarbonylamino)-propyl]-1H-indole-2-carboxylic acid ethyl ester). The yield is 41.8%. As a reaction SMILES: [CH2:1]([O:3][C:4]([C:6]1[NH:7][C:8]2[C:13]([C:14]=1[CH2:15][CH2:16][CH2:17][NH:18][C:19]([O:21][C:22]([CH3:25])([CH3:24])[CH3:23])=[O:20])=[CH:12][C:11]([O:26]CC1C=CC=CC=1)=[CH:10][CH:9]=2)=[O:5])[CH3:2].[H][H]>CN(C=O)C.CCO.[OH-].[OH-].[Pd+2]>[CH2:1]([O:3][C:4]([C:6]1[NH:7][C:8]2[C:13]([C:14]=1[CH2:15][CH2:16][CH2:17][NH:18][C:19]([O:21][C:22]([CH3:25])([CH3:24])[CH3:23])=[O:20])=[CH:12][C:11]([OH:26])=[CH:10][CH:9]=2)=[O:5])[CH3:2] |f:4.5.6|. Procedure: 5-Benzyloxy-3-[3-(t-butoxycarbonylamino)-propyl]-1H-indole-2-carboxylic acid ethyl ester (170 mg, 0.37 mmol, 1.0 equiv) was dissolved in the mixture of DMF (3 mL) and EtOH (18 mL) and 30 mg of 20% Pd(OH)2 on carbon was added. The reaction was subjected to 40 psi of hydrogen gas in Parr apparatus for 10 h. The catalyst was filtered off over diatomaceous earth and the ethanol was removed on the rotovap. The residue was taken up in EtOAc and washed 3×20 ml, of brine. The organic layer was dried (Na... Reactants: Cl(=O)[O-] (chlorite), P(=O)([O-])([O-])[O-] (phosphate), BrC=1N(C2=CC=CC=C2C1C=O)C (2-bromo-1-methylindole-3-carboxaldehyde), XXVI, R3-dioxane, 5, Cl(=O)[O-].[Na+] (sodium chlorite), NaH2PO4.H2O. Solvent: CC(C)O (2-propanol), O (water). Run at temperature 25 celsius, time 3.5 hour. Product: BrC=1N(C2=CC=CC=C2C1C(=O)O)C (2-bromo-1-methyl indole-3-carboxylic acid). The yield is 87.0%. Reaction SMILES: [Br:1][C:2]1[N:3]([CH3:13])[C:4]2[C:9]([C:10]=1[CH:11]=[O:12])=[CH:8][CH:7]=[CH:6][CH:5]=2.Cl([O-])=[O:15].[Na+].Cl([O-])=O.P([O-])([O-])([O-])=O>O.CC(O)C>[Br:1][C:2]1[N:3]([CH3:13])[C:4]2[C:9]([C:10]=1[C:11]([OH:15])=[O:12])=[CH:8][CH:7]=[CH:6][CH:5]=2 |f:1.2|. Procedure details: To a vigorously stirred solution of 2.38 g (10 mmol) of 2-bromo-1-methylindole-3-carboxaldehyde [XXVI: R1 =H, R3-dioxane at 25° C. was added dropwise over ca. 15 minutes a solution of 5 (55 mmol) of sodium chlorite and 5 g (36 mmol) of NaH2PO4.H2O in 25 mL of water. The solution was maintained at 25° C. After 3.5 hours, the mixture was treated with an additional 2.5 g each of the chlorite and phosphate. After a total reaction time of 24 hours, the mixture was extracted 3 times with dichlorometha... The reactants are [Al], CCNc1ccc(Cl)cc1, C[Al](C)C, COC(=O)C1CC(C)N(C(=O)c2ccncc2)c2ccccc21, Cc1ccccc1, [NH2-]. The product is CCN(C(=O)C1CC(C)N(C(=O)c2ccncc2)c2ccccc21)c1ccc(Cl)cc1. Reaction SMILES: [Al:38].[CH2:1]([CH3:2])[NH:3][c:4]1[cH:5][cH:6][c:7]([Cl:10])[cH:8][cH:9]1.[CH3:11][Al:12]([CH3:13])[CH3:14].[CH3:15][O:16][C:17](=[O:18])[CH:19]1[CH2:20][CH:21]([CH3:37])[N:22]([C:29](=[O:30])[c:31]2[cH:32][cH:33][n:34][cH:35][cH:36]2)[c:23]2[cH:24][cH:25][cH:26][cH:27][c:28]21.[CH3:40][c:41]1[cH:42][cH:43][cH:44][cH:45][cH:46]1.[NH2-:39]>>[CH2:1]([CH3:2])[N:3]([c:4]1[cH:5][cH:6][c:7]([Cl:10])[cH:8][cH:9]1)[C:17](=[O:18])[CH:19]1[CH2:20][CH:21]([CH3:37])[N:22]([C:29](=[O:30])[c:31]2[cH:32][cH:33][n:34][cH:35][cH:36]2)[c:23]2[cH:24][cH:25][cH:26][cH:27][c:28]21. Reactants: CC1CN(C(=O)COc2ccc(Cl)cc2C(=O)N2CCN(C(=O)OC(C)(C)C)CC2)C(C)CN1Cc1ccc(F)cc1, CC(Cl)Cl, ClCCl, O=C(O)C(F)(F)F. Product: CC1CN(C(=O)COc2ccc(Cl)cc2C(=O)N2CCNCC2)C(C)CN1Cc1ccc(F)cc1. As a reaction SMILES: [C:1]([O:2][C:3](=[O:4])[N:8]1[CH2:9][CH2:10][N:11]([C:14]([c:15]2[c:16]([O:22][CH2:23][C:24](=[O:25])[N:26]3[CH:27]([CH3:41])[CH2:28][N:29]([CH2:33][c:34]4[cH:35][cH:36][c:37]([F:40])[cH:38][cH:39]4)[CH:30]([CH3:32])[CH2:31]3)[cH:17][cH:18][c:19]([Cl:21])[cH:20]2)=[O:42])[CH2:12][CH2:13]1)([CH3:5])([CH3:6])[CH3:7].[Cl:50][CH:51]([Cl:52])[CH3:53].[Cl:54][CH2:55][Cl:56].[OH:43][C:44]([C:45]([F:46])([F:47])[F:48])=[O:49]>>[NH:8]1[CH2:9][CH2:10][N:11]([C:14]([c:15]2[c:16]([O:22][CH2:23][C:24](=[O:25])[N:26]3[CH:27]([CH3:41])[CH2:28][N:29]([CH2:33][c:34]4[cH:35][cH:36][c:37]([F:40])[cH:38][cH:39]4)[CH:30]([CH3:32])[CH2:31]3)[cH:17][cH:18][c:19]([Cl:21])[cH:20]2)=[O:42])[CH2:12][CH2:13]1.